Dataset: the Open Reaction Database (ORD), a public repository of structured organic reaction records. Task: describe an organic reaction: reactants, conditions, products, and yield The reactants are C(C)C=1C(=NC=2N(C1C)C=C(N2)C=O)OC (6-ethyl-7-methoxy-5-methylimidazo[1,2-a]pyrimidine-2-carboxaldehyde), O1CCCC1 (tetrahydrofuran), [Cl-].[NH4+] (ammonium chloride), [Mg] (magnesium), BrC1=CC=C(C=C1)OC (p-bromoanisole), O1CCCC1 (tetrahydrofuran). Run at time 1 hour. Product: COC1=CC=C(C=C1)[Mg]Br (4-methoxyphenylmagnesium bromide), C(C)C=1C(=NC=2N(C1C)C=C(N2)C(O)C2=CC=C(C=C2)OC)OC ((6-ethyl-7-methoxy-5-methylimidazo[1,2-a]pyrimidin-2-yl)(4-methoxyphenyl)methanol). Isolated yield 94.0%. RXN SMILES: [Mg:1].[Br:2][C:3]1[CH:8]=[CH:7][C:6]([O:9][CH3:10])=[CH:5][CH:4]=1.[CH2:11]([C:13]1[C:14]([O:25][CH3:26])=[N:15][C:16]2[N:17]([CH:20]=[C:21]([CH:23]=[O:24])[N:22]=2)[C:18]=1[CH3:19])[CH3:12].[Cl-].[NH4+].O1[CH2:33][CH2:32]CC1>>[CH3:26][O:25][C:14]1[CH:13]=[CH:18][C:19]([Mg:1][Br:2])=[CH:33][CH:32]=1.[CH2:11]([C:13]1[C:14]([O:25][CH3:26])=[N:15][C:16]2[N:17]([CH:20]=[C:21]([CH:23]([C:3]3[CH:8]=[CH:7][C:6]([O:9][CH3:10])=[CH:5][CH:4]=3)[OH:24])[N:22]=2)[C:18]=1[CH3:19])[CH3:12] |f:3.4|. Procedure: A solution of 4-methoxyphenylmagnesium bromide was prepared by treating 0.54 g (22.5 mg-atoms) of magnesium turnings with 4.20 g (22.5 mmol) of p-bromoanisole in 25 ml of dry tetrahydrofuran and was added dropwise to a stirred solution of 1.64 g (7.5 mmol) of 6-ethyl-7-methoxy-5-methylimidazo[1,2-a]pyrimidine-2-carboxaldehyde in 100 ml of dry tetrahydrofuran. After stirring at room temperature for 1 hour the mixture was poured into saturated ammonium chloride solution and the organic layer was s... Reactants: F[C@@H]1[C@@H]2C=3C=CC(=CC3C[C@H]([C@H]2[C@@H]2CCC([C@@]2(C)C1)=O)CCCCCI)O (11β-fluoro-3-hydroxy-7α-(5-iodopentyl)oestra-1,3,5(10)-trien-17-one), FC(=CCNC)C(C(F)(F)F)(F)F ((3,4,4,5,5,5-hexa-fluoropent-2-enyl)methylamine), [Cl-].[Na+] (sodium chloride). Solvent: CN1C(CCC1)=O (N-methylpyrrolidone). Run at temperature 80 celsius, time 3 hour. Product: F[C@@H]1[C@@H]2C=3C=CC(=CC3C[C@H]([C@H]2[C@@H]2CCC([C@@]2(C)C1)=O)CCCCCN(C)CC=C(C(C(F)(F)F)(F)F)F)O (11β-fluoro-7α-{5-[(3,4,4,5,5,5-hexafluoropent-2-enyl)methylamino]pentyl}-3-hydroxyestra-1,3,5(10)-trien-17-one). The yield is 181.7%. Reaction SMILES: [F:1][C@H:2]1[CH2:19][C@@:17]2([CH3:18])[C@@H:13]([CH2:14][CH2:15][C:16]2=[O:20])[C@H:12]2[C@H:3]1[C:4]1[CH:5]=[CH:6][C:7]([OH:27])=[CH:8][C:9]=1[CH2:10][C@H:11]2[CH2:21][CH2:22][CH2:23][CH2:24][CH2:25]I.[F:28][C:29]([C:34]([F:40])([F:39])[C:35]([F:38])([F:37])[F:36])=[CH:30][CH2:31][NH:32][CH3:33].[Cl-].[Na+]>CN1CCCC1=O>[F:1][C@H:2]1[CH2:19][C@@:17]2([CH3:18])[C@@H:13]([CH2:14][CH2:15][C:16]2=[O:20])[C@H:12]2[C@H:3]1[C:4]1[CH:5]=[CH:6][C:7]([OH:27])=[CH:8][C:9]=1[CH2:10][C@H:11]2[CH2:21][CH2:22][CH2:23][CH2:24][CH2:25][N:32]([CH2:31][CH:30]=[C:29]([F:28])[C:34]([F:39])([F:40])[C:35]([F:36])([F:37])[F:38])[CH3:33] |f:2.3|. Procedure: 880 mg of 11β-fluoro-3-hydroxy-7α-(5-iodopentyl)oestra-1,3,5(10)-trien-17-one and 1.26 g of (3,4,4,5,5,5-hexa-fluoropent-2-enyl)methylamine are dissolved in 20 ml of N-methylpyrrolidone and stirred at a bath temperature of 80° C. for 3 hours. After the reaction solution has cooled to room temperature, the mixture is added to saturated sodium chloride solution, extracted with diethyl ether, dried and concentrated in vacuo. 1.86 g of 11β-fluoro-7α-{5-[(3,4,4,5,5,5-hexafluoropent-2-enyl)methylamino... Starting materials: CN(C(C=C)=O)C (N,N-dimethylacrylamide), BrC=1C=CC(=C(C1)C=1NC(C2=C(N1)C(=NN2C)CCC)=O)OCC (5-(5-bromo-2-ethoxyphenyl)-1-methyl-3-n-propyl-1,6-dihydro-7H-pyrazolo[4,3-d]-pyrimidin-7-one). Yields the product CN(C(\C=C\C1=CC(=C(C=C1)OCC)C=1NCC2=C(N1)C(=NN2C)CCC)=O)C ((E)-4-Ethoxy-3(1-methyl-3-n-propyl-1,6-dihydro-7H-pyrazolo[4,3-d]-pyrimidin-5-yl)cinnamic acid dimethylamide). RXN SMILES: [CH3:1][N:2]([CH3:7])[C:3](=[O:6])[CH:4]=[CH2:5].Br[C:9]1[CH:10]=[CH:11][C:12]([O:29][CH2:30][CH3:31])=[C:13]([C:15]2[NH:16][C:17](=O)[C:18]3[N:23]([CH3:24])[N:22]=[C:21]([CH2:25][CH2:26][CH3:27])[C:19]=3[N:20]=2)[CH:14]=1>>[CH3:1][N:2]([CH3:7])[C:3](=[O:6])/[CH:4]=[CH:5]/[C:9]1[CH:10]=[CH:11][C:12]([O:29][CH2:30][CH3:31])=[C:13]([C:15]2[NH:16][CH2:17][C:18]3[N:23]([CH3:24])[N:22]=[C:21]([CH2:25][CH2:26][CH3:27])[C:19]=3[N:20]=2)[CH:14]=1. Procedure: The title compound was prepared from N,N-dimethylacrylamide and 5-(5-bromo-2-ethoxyphenyl)-1-methyl-3-n-propyl-1,6-dihydro-7H-pyrazolo[4,3-d]-pyrimidin-7-one following the procedure of Example 19 and was obtained, following crystallisation from ethyl acetate-hexane, as colourless crystals (38%), m.p. 219°-221° C. Found: C,64.15; H,6.46; N,16.96. C22H27N5O3 requires C,64.53; H,6.65; N,17.10%